This data is from the Open Reaction Database (ORD), a public repository of structured organic reaction records. The task is: describe an organic reaction: reactants, conditions, products, and yield The reactants are ClC1=C(C(=CC=C1)Cl)C=1NC2=C(N1)C(=C(C(=C2)C(=O)Cl)F)F (2-(2,6-dichlorophenyl)-6,7-difluoro-3H-benzoimidazole-5-carbonyl chloride), N1=C(C=CC2=CC=CC=C12)N (quinolin-2-ylamine), CCN(C(C)C)C(C)C (DIPEA). Solvent: C1CCOC1 (THF). Reaction conditions: temperature 60 celsius. Yields the product N1=C(C=CC2=CC=CC=C12)NC(=O)C1=CC2=C(N=C(N2)C2=C(C=CC=C2Cl)Cl)C(=C1F)F (2-(2,6-dichlorophenyl)-6,7-difluoro-3H-benzoimidazole-5-carboxylic acid quinolin-2-ylamide). RXN SMILES: [Cl:1][C:2]1[CH:7]=[CH:6][CH:5]=[C:4]([Cl:8])[C:3]=1[C:9]1[NH:10][C:11]2[CH:17]=[C:16]([C:18](Cl)=[O:19])[C:15]([F:21])=[C:14]([F:22])[C:12]=2[N:13]=1.[N:23]1[C:32]2[C:27](=[CH:28][CH:29]=[CH:30][CH:31]=2)[CH:26]=[CH:25][C:24]=1[NH2:33].CCN(C(C)C)C(C)C>C1COCC1>[N:23]1[C:32]2[C:27](=[CH:28][CH:29]=[CH:30][CH:31]=2)[CH:26]=[CH:25][C:24]=1[NH:33][C:18]([C:16]1[C:15]([F:21])=[C:14]([F:22])[C:12]2[N:13]=[C:9]([C:3]3[C:2]([Cl:1])=[CH:7][CH:6]=[CH:5][C:4]=3[Cl:8])[NH:10][C:11]=2[CH:17]=1)=[O:19]. Reported procedure: To a stirred suspension of 2-(2,6-dichlorophenyl)-6,7-difluoro-3H-benzoimidazole-5-carbonyl chloride (150 mg, 0.38 mmol) and quinolin-2-ylamine (55 mg, 0.38 mmol) in THF (10 mL) was added DIPEA (0.2 ml, 1.14 mmol) and the solution was heated at 60° C. for 4 days. The reaction was quenched with water and aqueous layer was extracted with EtOAc. The organic layer was washed with water, brine, dried with MgSO4, and filtered. The solvent was removed under reduced pressure and the residue was purified... Reactants: C1(=CC=CC=C1)S (benzenethiol), ClC=1C(=CC2=C(C=C(C(O2)C(F)(F)F)C(=O)OCC)C1)F (ethyl 6-chloro-7-fluoro-2-(trifluoromethyl)-2H-1-benzopyran-3-carboxylate). The product is ClC=1C(=CC2=C(C=C(C(O2)C(F)(F)F)C(=O)O)C1)SC1=CC=CC=C1 (6-Chloro-7-(phenylthio)-2-(trifluoromethyl)-2H-1-benzopyran-3-carboxylic Acid). Reaction SMILES: [C:1]1([SH:7])[CH:6]=[CH:5][CH:4]=[CH:3][CH:2]=1.[Cl:8][C:9]1[C:10](F)=[CH:11][C:12]2[O:17][CH:16]([C:18]([F:21])([F:20])[F:19])[C:15]([C:22]([O:24]CC)=[O:23])=[CH:14][C:13]=2[CH:27]=1>>[Cl:8][C:9]1[C:10]([S:7][C:1]2[CH:6]=[CH:5][CH:4]=[CH:3][CH:2]=2)=[CH:11][C:12]2[O:17][CH:16]([C:18]([F:20])([F:21])[F:19])[C:15]([C:22]([OH:24])=[O:23])=[CH:14][C:13]=2[CH:27]=1. Procedure: The title compound was prepared from benzenethiol and ethyl 6-chloro-7-fluoro-2-(trifluoromethyl)-2H-1-benzopyran-3-carboxylate (Example 183, Step 2) via a procedure similar to that described in Example 183, Steps 3 and 4: mp 271.7-274.4° C. 1H NMR (acetone-d6/300 MHz) 7.86 (s, 1H), 7.60 (m, 6H), 6.29 (s, 1H), 5.74 (q, 1H, J=7.0 Hz). 19F NMR (acetone-d6/282 MHz) −79.4 (d, J=7.2 Hz). FABLRMS m/z 385 (M−H). ESHRMS m/z 384.9904 (M−H, Calc'd 384.9913). Anal. Calc'd for C17H10ClF3O3S: C, 52.79; H, 2.... The reactants are CC(C)([O-])C.[K+] (potassium t-butoxide), C(C)(C)(C)OC(=O)NC([C@@H](CCC=1SC=CC1)C)O ((2R)-t-Butoxycarbonylamino-2-methyl-4-(thiophen-2-yl)-1-butanol), CN(C=O)C (N,N-dimethylformamide), O (water). Conditions: time 40 minute. The product is CN1C(OC[C@H]1CCC=1SC=CC1)=O ((4R)-Methyl-4-[2-(thiophen-2-yl)ethyl]oxazolidin-2-one). The yield is 100.0%. RXN SMILES: C(OC(N[CH:9]([OH:19])[C@H:10](C)[CH2:11][CH2:12][C:13]1[S:14][CH:15]=[CH:16][CH:17]=1)=O)(C)(C)C.CC(C)([O-])C.[K+].O.[CH3:27][N:28](C)[CH:29]=[O:30]>>[CH3:27][N:28]1[C@H:10]([CH2:11][CH2:12][C:13]2[S:14][CH:15]=[CH:16][CH:17]=2)[CH2:9][O:19][C:29]1=[O:30] |f:1.2|. Procedure: (2R)-t-Butoxycarbonylamino-2-methyl-4-(thiophen-2-yl)-1-butanol (15.4 g, 53.9 mmol) obtained in Example 67(b) was dissolved in N,N-dimethylformamide (200 ml), and potassium t-butoxide (9.07 g, 80.8 mmol) was added thereto in an ice bath followed by stirring for 10 minutes in an ice bath and subsequently for 40 minutes at room temperature. To the reaction solution was added water, and then the solution was extracted with ethyl acetate, and after the ethyl acetate layer was washed with a saturated... Reactants: [H-].[Na+] (sodium hydride), FC1=CC2=C(C(=NO2)C=2C=C(C=CC2)O)C=C1 (3-(6-fluoro-benzo[d]isoxazol-3-yl)-phenol), O (water), CC1=CC=C(C=C1)S(=O)(=O)OC[C@H]2CO2 ((2R)-(−)-glycidyl tosylate). Solvent: CN(C=O)C (dimethylformamide), CN(C=O)C (dimethylformamide), CN(C=O)C (dimethylformamide), CN(C=O)C (dimethylformamide). Conditions: time 0.5 hour. The product is FC1=CC2=C(C(=NO2)C2=CC=C(C=C2)OC[C@@H]2OC2)C=C1 ((R)-6-fluoro-3-(4-oxiranylmethoxy-phenyl)-benzo[d]isoxazole). The yield is 77.9%. Reaction SMILES: [H-].[Na+].[F:3][C:4]1[CH:19]=[CH:18][C:7]2[C:8]([C:11]3[CH:12]=[C:13](O)[CH:14]=[CH:15][CH:16]=3)=[N:9][O:10][C:6]=2[CH:5]=1.CC1C=CC(S([O:30][CH2:31][C@@H:32]2[O:34][CH2:33]2)(=O)=O)=CC=1.O>CN(C)C=O>[F:3][C:4]1[CH:19]=[CH:18][C:7]2[C:8]([C:11]3[CH:12]=[CH:13][C:14]([O:30][CH2:31][C@H:32]4[CH2:33][O:34]4)=[CH:15][CH:16]=3)=[N:9][O:10][C:6]=2[CH:5]=1 |f:0.1|. Reported procedure: To a cold (0° C.) solution of sodium hydride (1.80 g, 45.0 mmol) in dimethylformamide (anhydrous,40 mL) and under a nitrogen atmosphere, add dropwise a solution of 3-(6-fluoro-benzo[d]isoxazol-3-yl)-phenol (10 g, 43.63 mmol) in dimethylformamide (anhydrous, 50 mL). Precipitate forms. Cool (0° C.) reaction mixture for 20 minutes and the material solidifies. Add dimethylformamide (anhydrous, 120 mL) and (2R)-(−)-glycidyl tosylate (10.47 g, 45.87 mmol) dissolved in dimethylformamide (40 mL), dropwi...